This data is from the Open Reaction Database (ORD), a public repository of structured organic reaction records. The task is: describe an organic reaction: reactants, conditions, products, and yield Starting materials: C(C)(C)(C)OC(COC1=C(C=C(C=C1)Cl)I)=O (tert-Butyl(4-chloro-2-iodophenoxy)acetate), Cl.N1=CC=CC2=CC=CC(=C12)S (8-quinolinethiol hydrochloride), C([O-])([O-])=O.[K+].[K+] (potassium carbonate), C(CO)O (ethylene glycol). Reagents/catalysts: [Cu]I (copper (1) iodide). The solvent is C(C)(C)O (iso-propanol). Conditions: temperature 80 celsius. Yields the product ClC1=CC(=C(OCC(=O)O)C=C1)SC=1C=CC=C2C=CC=NC12 ([4-Chloro-2-(quinolin-8-ylthio)phenoxy]acetic acid). As a reaction SMILES: C([O:5][C:6](=[O:17])[CH2:7][O:8][C:9]1[CH:14]=[CH:13][C:12]([Cl:15])=[CH:11][C:10]=1I)(C)(C)C.Cl.[N:19]1[C:28]2[C:23](=[CH:24][CH:25]=[CH:26][C:27]=2[SH:29])[CH:22]=[CH:21][CH:20]=1.C(=O)([O-])[O-].[K+].[K+].C(O)CO>C(O)(C)C.[Cu]I>[Cl:15][C:12]1[CH:13]=[CH:14][C:9]([O:8][CH2:7][C:6]([OH:5])=[O:17])=[C:10]([S:29][C:27]2[CH:26]=[CH:25][CH:24]=[C:23]3[C:28]=2[N:19]=[CH:20][CH:21]=[CH:22]3)[CH:11]=1 |f:1.2,3.4.5|. Reported procedure: A mixture of the product from step (i) (0.262 g), 8-quinolinethiol hydrochloride (0.141 g), copper (1) iodide (7 mg), potassium carbonate (0.295 g) and ethylene glycol (0.08 ml) in iso-propanol (3 ml) was heated at 80° C. for 48 h. The mixture was partitioned between DCM/2M hydrochloric acid, the organics dried, evaporated under reduced pressure and the residue purified by chromatography on silica eluting with DCM:methanol:acetic acid (90:9:1). The residue was triturated with diethylether/methan... Starting materials: C(C=C)Cl (allyl chloride), C=CC1=CC=CC=C1 (styrene), S(O)(O)(=O)=O (sulfuric acid). Run at time 6.5 hour. Yields the product C=CC1=CC=CC=C1.C(C=C)Cl ((allyl) chloride styrene). RXN SMILES: [CH2:1]([Cl:4])[CH:2]=[CH2:3].[CH2:5]=[CH:6][C:7]1[CH:12]=[CH:11][CH:10]=[CH:9][CH:8]=1.S(=O)(=O)(O)O>>[CH2:5]=[CH:6][C:7]1[CH:12]=[CH:11][CH:10]=[CH:9][CH:8]=1.[CH2:1]([Cl:4])[CH:2]=[CH2:3] |f:3.4|. Procedure details: About 1 part by weight of a fine granular hydrated silica, 2 parts by weight of allyl chloride, 4 parts by weight of styrene and 0.1 parts by weight of concentrated sulfuric acid are mixed then agitated at ambient temperature and pressure for 1 to 12 hours, thereby producing poly (allyl) chloride styrene) copolymer, a light yellow, solid, copolymer. The copolymer is then washed with a dilute alkali solution, sodium carbonate, to remove the sulfuric acid, then filtered to recover the copolymer. Reactants: C1(=CC=CC=C1)O (phenol), CC(CC)(CC)O (3-methyl-3-pentanol), P(O)(O)(O)=O (phosphoric acid). Solvent: C1=CC=CC=C1 (benzene). Product: CC(CC)(CC)C1=CC=C(C=C1)O (4-(3-methylpent-3-yl)phenol). The yield is 91.0%. RXN SMILES: [C:1]1([OH:7])[CH:6]=[CH:5][CH:4]=[CH:3][CH:2]=1.[CH3:8][C:9](O)([CH2:12][CH3:13])[CH2:10][CH3:11].P(=O)(O)(O)O>C1C=CC=CC=1>[CH3:8][C:9]([C:4]1[CH:5]=[CH:6][C:1]([OH:7])=[CH:2][CH:3]=1)([CH2:12][CH3:13])[CH2:10][CH3:11]. Procedure details: A mixture of phenol (396 g, 4.2 mol), 3-methyl-3-pentanol (230 g. 2.25 mol), 85% phosphoric acid (50 g, 0.43 mol) and benzene (1.5 liters) was refluxed and the azeotroped water was collected in a Dean Stark trap (53 ml). The reaction mixture was cooled and transferred to a separatory funnel. A small bottom layer was separated and the top (organic) layer was washed with 500 ml portions of water until the pH of the washes was 7 (neutral). The solvent was removed on a rotary evaporator. Distillatio... The reactants are solids, C(C1=CC=CC=C1)(=O)OOC(C1=CC=CC=C1)=O (benzoyl peroxide), 275, C1(=CC=CC=C1)C.C(C)(=O)OCCOCC (toluene 2-ethoxyethyl acetate), final copolymer. Yields the product C(C=C)(=O)OCCCC (Butyl acrylate), C(C(=C)C)(=O)OC (methyl methacrylate), C=CC1=CC=CC=C1 (styrene), C(C(=C)C)(=O)O (methacrylic acid). As a reaction SMILES: [C:1]1([CH3:7])[CH:6]=[CH:5][CH:4]=[CH:3][CH:2]=1.[C:8](OCCOCC)(=O)C.[C:17]([O:25][O:26][C:27](=[O:34])[C:28]1[CH:33]=CC=C[CH:29]=1)(=[O:24])[C:18]1[CH:23]=CC=C[CH:19]=1>>[C:17]([O:25][CH2:5][CH2:6][CH2:1][CH3:7])(=[O:24])[CH:18]=[CH2:19].[C:27]([O:26][CH3:8])(=[O:34])[C:28]([CH3:29])=[CH2:33].[CH2:8]=[CH:7][C:1]1[CH:6]=[CH:5][CH:4]=[CH:3][CH:2]=1.[C:17]([OH:25])(=[O:24])[C:18]([CH3:23])=[CH2:19] |f:0.1|. Procedure details: Butyl acrylate (288.0 g.) methyl methacrylate (60.0 g.), styrene (96.0 g.), methacrylic acid (36.0 g.) are polymerized in 75/25//toluene/2-ethoxyethyl acetate as described in Example 1 using benzoyl peroxide initiator. The final copolymer has a viscosity of 275 cps. at 25° C. and 40.4% solids. The product is COc1ccc(Oc2c(Br)cc([N+](=O)[O-])cc2Br)cc1C(C)C. Reaction SMILES: [Br:23][c:24]1[c:25]([I:34])[c:26]([Br:33])[cH:27][c:28]([N+:30](=[O:31])[O-:32])[cH:29]1.[C:35](=[O:36])([OH:37])[O-:38].[CH3:14][Si:15]([N-:16][Si:17]([CH3:18])([CH3:19])[CH3:20])([CH3:21])[CH3:22].[CH3:40][CH2:41][O:42][C:43](=[O:44])[CH3:45].[CH3:46][N:47]([CH3:48])[CH:49]=[O:50].[CH:1]([CH3:2])([CH3:3])[c:4]1[cH:5][c:6]([OH:12])[cH:7][cH:8][c:9]1[O:10][CH3:11].[K+:13].[Na+:39]>>[CH:1]([CH3:2])([CH3:3])[c:4]1[cH:5][c:6]([O:12][c:25]2[c:24]([Br:23])[cH:29][c:28]([N+:30](=[O:31])[O-:32])[cH:27][c:26]2[Br:33])[cH:7][cH:8][c:9]1[O:10][CH3:11]. The reactants are O=[N+]([O-])c1cc(Br)c(I)c(Br)c1, O=C([O-])O, C[Si](C)(C)[N-][Si](C)(C)C, CCOC(C)=O, CN(C)C=O, COc1ccc(O)cc1C(C)C, [K+], [Na+]. Reactants: CC(C)C(=O)Cl, CO, ClCCl, Nc1n[nH]c2cnc(-c3cccc(F)c3F)cc12, c1ccncc1. As a reaction SMILES: [C:19]([CH:20]([CH3:21])[CH3:22])(=[O:23])[Cl:24].[CH3:31][OH:32].[Cl:33][CH2:34][Cl:35].[F:1][c:2]1[c:3](-[c:9]2[cH:10][c:11]3[c:12]([cH:13][n:14]2)[nH:15][n:16][c:17]3[NH2:18])[cH:4][cH:5][cH:6][c:7]1[F:8].[cH:25]1[cH:26][cH:27][n:28][cH:29][cH:30]1>>[F:1][c:2]1[c:3](-[c:9]2[cH:10][c:11]3[c:12]([cH:13][n:14]2)[nH:15][n:16][c:17]3[NH:18][C:19]([CH:20]([CH3:21])[CH3:22])=[O:23])[cH:4][cH:5][cH:6][c:7]1[F:8]. Yields the product CC(C)C(=O)Nc1n[nH]c2cnc(-c3cccc(F)c3F)cc12. Starting materials: COC(=O)C1=CC=C(OCCCOC2=C(C(=C(C(=O)OC3=C(C(=C(C(=O)N)C(=C3C)C)OC)C)C(=C2C)C)OC)C)C=C1 (4-{4-[3-(4-Methoxycarbonylphenoxy)propoxy]-2methoxy-3,5,6-trimethylbenzoyloxy}-2-methoxy-3,5,6 trimethylbenzamide), [OH-].[K+] (KOH), amide-ester. Solvent: CS(=O)C (DMSO). Yields the product C(=O)(O)C1=CC=C(OCCCOC2=C(C(=C(C(=O)OC3=C(C(=C(C(=O)N)C(=C3C)C)OC)C)C(=C2C)C)OC)C)C=C1 (4-{4-[3-(4-Carboxyphenoxy)propoxy]-2-methoxy-3,5,6-trimethylbenzoyloxy}-2-methoxy-3,5,6-trimethylbenzamide). Isolated yield 88.8%. Reaction SMILES: C[O:2][C:3]([C:5]1[CH:43]=[CH:42][C:8]([O:9][CH2:10][CH2:11][CH2:12][O:13][C:14]2[C:36]([CH3:37])=[C:35]([CH3:38])[C:17]([C:18]([O:20][C:21]3[C:29]([CH3:30])=[C:28]([CH3:31])[C:24]([C:25]([NH2:27])=[O:26])=[C:23]([O:32][CH3:33])[C:22]=3[CH3:34])=[O:19])=[C:16]([O:39][CH3:40])[C:15]=2[CH3:41])=[CH:7][CH:6]=1)=[O:4].[OH-].[K+]>CS(C)=O>[C:3]([C:5]1[CH:6]=[CH:7][C:8]([O:9][CH2:10][CH2:11][CH2:12][O:13][C:14]2[C:36]([CH3:37])=[C:35]([CH3:38])[C:17]([C:18]([O:20][C:21]3[C:29]([CH3:30])=[C:28]([CH3:31])[C:24]([C:25]([NH2:27])=[O:26])=[C:23]([O:32][CH3:33])[C:22]=3[CH3:34])=[O:19])=[C:16]([O:39][CH3:40])[C:15]=2[CH3:41])=[CH:42][CH:43]=1)([OH:4])=[O:2] |f:1.2|. Procedure details: To a solution of the amide-ester prepared in Example 46 (101, 694 mg, 1.17 mmol) in 30 ml of DMSO, was added 1N-KOH (3.5 ml, 3.5 mmol) with stirring, so that the amide-ester was subjected to hydrolysis to give 602 mg of the title compound 102 (89%). Starting materials: CC(=O)OC(C)=O, O=Cc1cccc([N+](=O)[O-])c1, Cc1ccc2ccccc2n1. Yields the product O=[N+]([O-])c1cccc(C=Cc2ccc3ccccc3n2)c1. As a reaction SMILES: [CH3:23][C:24]([O:25][C:26](=[O:27])[CH3:28])=[O:29].[N+:12](=[O:13])([O-:14])[c:15]1[cH:16][c:17]([CH:18]=[O:19])[cH:20][cH:21][cH:22]1.[n:1]1[c:2]([CH3:3])[cH:4][cH:5][c:6]2[cH:7][cH:8][cH:9][cH:10][c:11]12>>[n:1]1[c:2]([CH:3]=[CH:18][c:17]2[cH:16][c:15]([N+:12](=[O:13])[O-:14])[cH:22][cH:21][cH:20]2)[cH:4][cH:5][c:6]2[cH:7][cH:8][cH:9][cH:10][c:11]12.